This data is from the Open Reaction Database (ORD), a public repository of structured organic reaction records. The task is: describe an organic reaction: reactants, conditions, products, and yield The reactants are C(CCC)NC=1C=C(CNCC2=CC=CC=C2)C=C(C1OC1=CC=CC=C1)S(N)(=O)=O ((3-n-butylamino-4-phenoxy-5-sulfamylbenzyl)benzylamine). The solvent is COCCO (2-methoxyethanol), [Pd] (palladium). The product is C(CCC)NC=1C=C(CN)C=C(C1OC1=CC=CC=C1)S(N)(=O)=O (3-n-butylamino-4-phenoxy-5-sulfamylbenzylamine). Reaction SMILES: [CH2:1]([NH:5][C:6]1[CH:7]=[C:8]([CH:18]=[C:19]([S:28](=[O:31])(=[O:30])[NH2:29])[C:20]=1[O:21][C:22]1[CH:27]=[CH:26][CH:25]=[CH:24][CH:23]=1)[CH2:9][NH:10]CC1C=CC=CC=1)[CH2:2][CH2:3][CH3:4]>COCCO.[Pd]>[CH2:1]([NH:5][C:6]1[CH:7]=[C:8]([CH:18]=[C:19]([S:28](=[O:31])(=[O:30])[NH2:29])[C:20]=1[O:21][C:22]1[CH:23]=[CH:24][CH:25]=[CH:26][CH:27]=1)[CH2:9][NH2:10])[CH2:2][CH2:3][CH3:4]. Procedure details: To a solution of (3-n-butylamino-4-phenoxy-5-sulfamylbenzyl)benzylamine (8.8 g; prepared as described in Example 136) in 2-methoxyethanol (90 ml), palladium (10%) on carbon (4.0 g) is added and the mixture is hydrogenated. After about 5 hours the theoretical amount of hydrogen has been absorbed, and the mixture is heated on a steam-bath and filtered to remove the catalyst. The filtrate is evaporated in vacuo and the residue triturated with water to yield crude 3-n-butylamino-4-phenoxy-5-sulfamyl...